From a dataset of the Open Reaction Database (ORD), a public repository of structured organic reaction records. describe an organic reaction: reactants, conditions, products, and yield Reactants: C(C)(C)N1C(=NC2=C1C=C(C=C2)C(C2=CC=CC=C2)=O)N (1-isopropyl-2-amino-6-benzoylbenzimidazole), C(C)[Mg]Br (ethyl magnesium bromide). Product: C(C)(C)N1C(=NC2=C1C=C(C=C2)C(=CC)C2=CC=CC=C2)N (1-isopropyl-2-amino-6-(1-phenyl-1-propenyl)benzimidazole), trans alkylene. As a reaction SMILES: [CH:1]([N:4]1[C:8]2[CH:9]=[C:10]([C:13](=O)[C:14]3[CH:19]=[CH:18][CH:17]=[CH:16][CH:15]=3)[CH:11]=[CH:12][C:7]=2[N:6]=[C:5]1[NH2:21])([CH3:3])[CH3:2].[CH2:22]([Mg]Br)[CH3:23]>>[CH:1]([N:4]1[C:8]2[CH:9]=[C:10]([C:13]([C:14]3[CH:19]=[CH:18][CH:17]=[CH:16][CH:15]=3)=[CH:22][CH3:23])[CH:11]=[CH:12][C:7]=2[N:6]=[C:5]1[NH2:21])([CH3:3])[CH3:2]. Procedure: Following the procedure of Example 69, 1-isopropyl-2-amino-6-benzoylbenzimidazole and ethyl magnesium bromide were reacted to give the title product as both the cis and trans alkylene isomers, M+ =291. Starting materials: [H-].[Na+] (NaH), Cl.ClCCN1CCCC1 (1-(2-chloroethyl)-pyrrolidine hydrochloride), O1C(CCCC1)ONC(=O)C=1C=NC(=NC1)N1CC2C(C2C1)NS(=O)(=O)C1=CC2=CC=CC=C2C=C1 (N-(tetrahydro-2H-pyran-2-yloxy) 2-{6-[(naphthalene-2-sulfonyl)amino]-3-azabicyclo[3.1.0]hex-3-yl}pyrimidine-5-carboxamide), [H-].[Na+] (NaH), O1C(CCCC1)ONC(=O)C=1C=NC(=NC1)N1CC2C(C2C1)NS(=O)(=O)C1=CC2=CC=CC=C2C=C1 (N-(Tetrahydro-2H-pyran-2-yloxy) 2-{6-[(naphthalene-2-sulfonyl)amino]-3-azabicyclo[3.1.0]hex-3-yl}pyrimidine-5-carboxamide), C(Cl)Cl (DCM). Run in CN(C)C=O (DMF), CN(C)C=O (DMF), CCCCCCC (heptane). Reaction conditions: time 5 minute. The product is O1C(CCCC1)ONC(=O)C=1C=NC(=NC1)N1CC2C(C2C1)N(CCN1CCCC1)S(=O)(=O)C1=CC2=CC=CC=C2C=C1 (N-(Tetrahydro-2H-pyran-2-yloxy) 2-{6-[(naphthalene-2-sulfonyl)-(2-pyrrolidin-1-ylethyl)amino]-3-azabicyclo[3.1.0]hex-3-yl}pyrimidine-5-carboxamide). Isolated yield 19.8%. Reaction SMILES: [H-].[Na+].[O:3]1[CH2:8][CH2:7][CH2:6][CH2:5][CH:4]1[O:9][NH:10][C:11]([C:13]1[CH:14]=[N:15][C:16]([N:19]2[CH2:24][CH:23]3[CH:21]([CH:22]3[NH:25][S:26]([C:29]3[CH:38]=[CH:37][C:36]4[C:31](=[CH:32][CH:33]=[CH:34][CH:35]=4)[CH:30]=3)(=[O:28])=[O:27])[CH2:20]2)=[N:17][CH:18]=1)=[O:12].Cl.Cl[CH2:41][CH2:42][N:43]1[CH2:47][CH2:46][CH2:45][CH2:44]1.C(Cl)Cl>CCCCCCC.CN(C=O)C>[O:3]1[CH2:8][CH2:7][CH2:6][CH2:5][CH:4]1[O:9][NH:10][C:11]([C:13]1[CH:14]=[N:15][C:16]([N:19]2[CH2:20][CH:21]3[CH:23]([CH:22]3[N:25]([S:26]([C:29]3[CH:38]=[CH:37][C:36]4[C:31](=[CH:32][CH:33]=[CH:34][CH:35]=4)[CH:30]=3)(=[O:27])=[O:28])[CH2:41][CH2:42][N:43]3[CH2:47][CH2:46][CH2:45][CH2:44]3)[CH2:24]2)=[N:17][CH:18]=1)=[O:12] |f:0.1,3.4|. Reported procedure: NaH (0.223 g, 5.5 mmol) was washed with heptane (10 ml), then suspended in DMF (5 ml). N-(Tetrahydro-2H-pyran-2-yloxy) 2-{6-[(naphthalene-2-sulfonyl)amino]-3-azabicyclo[3.1.0]hex-3-yl}pyrimidine-5-carboxamide (0.991 g, 1.95 mmol) was added, and the mixture stirred for 5 min. To NaH (0.172 g, 4.3 mmol) in DMF was added 1-(2-chloroethyl)-pyrrolidine hydrochloride (0.724 g, 4.2 mmol). The reaction was swirled gently for 2 min, and then added to the solution of N-(tetrahydro-2H-pyran-2-yloxy) 2-{6-[... The reactants are C1(CC1)ON=C(C(=O)OCC)C1(C)OCCO1 (ethyl 2-cyclopropyloxyimino-3,3-ethylenedioxybutyrate), FC(C(=O)O)(F)F (trifluoroacetic acid). Run in C(C)OCC (diethyl ether), C(Cl)Cl (methylene chloride). Run at time 2 hour. Product: C1(CC1)ON=C(C(=O)OCC)C(C)=O (ethyl 2-cyclopropyloxyimino-3-oxobutyrate). Isolated yield 95.8%. Reaction SMILES: [CH:1]1([O:4][N:5]=[C:6]([C:12]2(OCC[O:14]2)[CH3:13])[C:7]([O:9][CH2:10][CH3:11])=[O:8])[CH2:3][CH2:2]1.FC(F)(F)C(O)=O>C(Cl)Cl.C(OCC)C>[CH:1]1([O:4][N:5]=[C:6]([C:12](=[O:14])[CH3:13])[C:7]([O:9][CH2:10][CH3:11])=[O:8])[CH2:3][CH2:2]1. Procedure details: To a solution of ethyl 2-cyclopropyloxyimino-3,3-ethylenedioxybutyrate (syn isomer)(487 mg) in methylene chloride (0.8 ml) was added 90% trifluoroacetic acid (0.8 ml) under ice-cooling. The mixture was stirred at ambient temperature for 2 hours. The mixture was concentrated in vacuo to give a residue. The residue was dissolved in diethyl ether and washed successively with saturated aqueous solution of sodium bicarbonate and water, dried over magnesium sulfate and concentrated in vacuo to give et... The reactants are [O-]CC.[Na+] (sodium ethoxide), C(C(=N)N)C(=O)N.Cl (malonamamidine hydrochloride), BrCC(=O)C1=CC=C(C=C1)Br (2,4′-dibromoacetophenone). Solvent: C(C)O (ethanol). Run at time 20 minute. Product: NC=1NC(=CC1C(=O)N)C1=CC=C(C=C1)Br (2-Amino-5-(4-bromophenyl) pyrrole-3-carboxamide). Isolated yield 8.8%. As a reaction SMILES: [O-]CC.[Na+].[CH2:5]([C:9]([NH2:11])=[O:10])[C:6]([NH2:8])=[NH:7].Cl.Br[CH2:14][C:15]([C:17]1[CH:22]=[CH:21][C:20]([Br:23])=[CH:19][CH:18]=1)=O>C(O)C>[NH2:7][C:6]1[NH:8][C:15]([C:17]2[CH:22]=[CH:21][C:20]([Br:23])=[CH:19][CH:18]=2)=[CH:14][C:5]=1[C:9]([NH2:11])=[O:10] |f:0.1,2.3|. Procedure details: Under ice-cooling, sodium ethoxide (2.1 g, 30 mmol) was added to a suspension of malonamamidine hydrochloride (4.1 g, 30 mmol) in dehydrated ethanol (50 mL), and then the mixture was stirred for 20 minutes. Moreover, 2,4′-dibromoacetophenone (4.2 g, 15 mmol) was added thereto, and the whole was stirred at room temperature for 5 hours. After the insoluble solid was filtered out, the filtrate was concentrated in vacuo. The obtained residue was purified by silica gel column chromatography to give t... Starting materials: [Sn](Cl)Cl (tin (11) chloride), NC=1C(=CC(=C(C1)O)Cl)F (5-amino-2-chloro-4-fluorophenol), Cl (hydrochloric acid), N(=O)[O-].[Na+] (sodium nitrite). The solvent is S(O)(O)(=O)=O (sulfuric acid), O (water). Reaction conditions: temperature 0 celsius, time 1 hour. Product: Cl.FC1=C(C=C(C(=C1)Cl)O)NN (2-fluoro-4-chloro-5-hydroxyphenylhydrazine hydrochloride). Isolated yield 352.2%. As a reaction SMILES: [NH2:1][C:2]1[C:3]([F:10])=[CH:4][C:5]([Cl:9])=[C:6]([OH:8])[CH:7]=1.Cl.[N:12]([O-])=O.[Na+].[Sn](Cl)Cl>O.S(=O)(=O)(O)O>[ClH:9].[F:10][C:3]1[CH:4]=[C:5]([Cl:9])[C:6]([OH:8])=[CH:7][C:2]=1[NH:1][NH2:12] |f:2.3,7.8|. Procedure: First, 32.3 g of 5-amino-2-chloro-4-fluorophenol was mixed with 150 ml of concentrated hydrochloric acid, and the mixture was stirred at 50° C. for 30 minutes, to which a solution of 15 g of sodium nitrite dissolved in 40 ml of water was added dropwise at 0° C. over 10 minutes. After stirring at 0° C. for 1 hour, the mixture was cooled to −50° C. Then, a solution of 132 g of tin (11) chloride dissolved in 132 g of concentrated sulfuric acid was rapidly added dropwise at −50° C., and the mixture ... Starting materials: OC=1C(=CC=2C(CCC(C2C1)(C)C)(C)C)C(C)=O (1-(3-Hydroxy-5,6,7,8-tetrahydro-5,5,8,8-tetramethylnaphthalen-2-yl)ethanone), BrCCCCCC (bromohexane). Run in CS(=O)C (DMSO). Product: C(CCCCC)OC=1C(=CC=2C(CCC(C2C1)(C)C)(C)C)C(C)=O (1(3-hexyloxy-5,6,7,8-tetrahydro-5,5,8,8-tetramethylnaphthalen-2-yl)ethanone). The yield is 116.5%. As a reaction SMILES: [OH:1][C:2]1[C:3]([C:16](=[O:18])[CH3:17])=[CH:4][C:5]2[C:6]([CH3:15])([CH3:14])[CH2:7][CH2:8][C:9]([CH3:13])([CH3:12])[C:10]=2[CH:11]=1.Br[CH2:20][CH2:21][CH2:22][CH2:23][CH2:24][CH3:25]>CS(C)=O>[CH2:20]([O:1][C:2]1[C:3]([C:16](=[O:18])[CH3:17])=[CH:4][C:5]2[C:6]([CH3:15])([CH3:14])[CH2:7][CH2:8][C:9]([CH3:12])([CH3:13])[C:10]=2[CH:11]=1)[CH2:21][CH2:22][CH2:23][CH2:24][CH3:25]. Procedure: 1-(3-Hydroxy-5,6,7,8-tetrahydro-5,5,8,8-tetramethylnaphthalen-2-yl)ethanone (0.103 g, 0.418 mmol) in DMSO (1 mL) was alkylated with bromohexane (0.097 g, 0.585 mmol, 0.082 mL) as described in Example 21. Aqueous workup gave 1(3-hexyloxy-5,6,7,8-tetrahydro-5,5,8,8-tetramethylnaphthalen-2-yl)ethanone 0.161 g (100% crude) as an orange oil: 1H-NMR (400 MHz, CDCl3) δ 7.74 (s, 1H, Ar-H), 6.82 (s, 1H, Ar-H), 4.02 (t, J=6.4 Hz, 2H, OCH2), 2.61 (s, 3H, CH3), 1.83 (m, 2H, CH2), 1.67 (app br d, 4H, 2CH2), ...